Dataset: the Open Reaction Database (ORD), a public repository of structured organic reaction records. Task: describe an organic reaction: reactants, conditions, products, and yield Reactants: OC1=CC=C(C=C1)C1=C2/C(/C(NC2=CC=C1[N+](=O)[O-])=O)=C/C=1NC=CC1OC ((Z)-1,3-dihydro-4-(4-hydroxyphenyl)-3-[(3-methoxy-1H-pyrrol-2-yl)methylene]-5-nitro-2H-indol-2-one), [Cl-].[NH4+] (ammonium chloride). The reagents and catalysts are [Zn] (zinc). Solvent: CO (methanol), O (water). Product: NC=1C(=C2/C(/C(NC2=CC1)=O)=C/C=1NC=CC1OC)C1=CC=C(C=C1)O ((Z)-5-amino-1,3-dihydro-4-(4-hydroxyphenyl)-3-[(3-methoxy-1H-pyrrol-2-yl)methylene]-2H-indol-2-one). Yield: 49.7%. RXN SMILES: [OH:1][C:2]1[CH:7]=[CH:6][C:5]([C:8]2[C:16]([N+:17]([O-])=O)=[CH:15][CH:14]=[C:13]3[C:9]=2/[C:10](=[CH:21]/[C:22]2[NH:23][CH:24]=[CH:25][C:26]=2[O:27][CH3:28])/[C:11](=[O:20])[NH:12]3)=[CH:4][CH:3]=1.[Cl-].[NH4+]>O.CO.[Zn]>[NH2:17][C:16]1[C:8]([C:5]2[CH:4]=[CH:3][C:2]([OH:1])=[CH:7][CH:6]=2)=[C:9]2[C:13](=[CH:14][CH:15]=1)[NH:12][C:11](=[O:20])/[C:10]/2=[CH:21]\[C:22]1[NH:23][CH:24]=[CH:25][C:26]=1[O:27][CH3:28] |f:1.2|. Procedure details: Using Method L above, (Z)-1,3-dihydro-4-(4-hydroxyphenyl)-3-[(3-methoxy-1H-pyrrol-2-yl)methylene]-5-nitro-2H-indol-2-one (84 mg, 0.22 mmol) (from Example 37 supra) was reduced with zinc (130 mg, 2.0 mmol) and ammonium chloride (25.9 mg, 0.48 mmol) in 10% water in methanol (20 mL) at reflux for 18 h to give (Z)-5-amino-1,3-dihydro-4-(4-hydroxyphenyl)-3-[(3-methoxy-1H-pyrrol-2-yl)methylene]-2H-indol-2-one (yield: 38 mg, 49%).